Dataset: the Open Reaction Database (ORD), a public repository of structured organic reaction records. Task: describe an organic reaction: reactants, conditions, products, and yield Starting materials: C(#N)CCN(CCC#N)CCCCCCCCCCCCCCCCCC (N,N-bis(2-cyanoethyl)octadecylamine), [H][H] (hydrogen), [H][H] (hydrogen). Solvent: O1CCOCC1 (1,4-dioxane). Product: NCCCN(CCCN)CCCCCCCCCCCCCCCCCC (N,N-bis(3-aminopropyl)octadecylamine). Isolated yield 98.4%. Reaction SMILES: [C:1]([CH2:3][CH2:4][N:5]([CH2:10][CH2:11][CH2:12][CH2:13][CH2:14][CH2:15][CH2:16][CH2:17][CH2:18][CH2:19][CH2:20][CH2:21][CH2:22][CH2:23][CH2:24][CH2:25][CH2:26][CH3:27])[CH2:6][CH2:7][C:8]#[N:9])#[N:2].[H][H]>O1CCOCC1>[NH2:2][CH2:1][CH2:3][CH2:4][N:5]([CH2:10][CH2:11][CH2:12][CH2:13][CH2:14][CH2:15][CH2:16][CH2:17][CH2:18][CH2:19][CH2:20][CH2:21][CH2:22][CH2:23][CH2:24][CH2:25][CH2:26][CH3:27])[CH2:6][CH2:7][CH2:8][NH2:9]. Reported procedure: 42.1 g of N,N-bis(2-cyanoethyl)octadecylamine, 3.26 g of RaneyCo, 150 ml of 1,4-dioxane was charged to an autoclave, and hydrogen addition reaction was carried out by supplying hydrogen at an initial pressure of 8.0 MPa at 110° C. for 2 hours. After removing a catalyst by filtration, the obtained filtrate was concentrated and dried to obtain 42.3 g of a target compound as a white solid. The reactants are CC=1CS(=O)(=O)CC1 (3-methyl sulfolene), BrN1C(CCC1=O)=O (N-bromo succinimide), C(C1=CC=CC=C1)(=O)OOC(C1=CC=CC=C1)=O (benzoyl peroxide), C(Cl)(Cl)Cl (chlorform). Run in CCOCC (Ether). Conditions: temperature 0 celsius. Product: BrCC=1CS(=O)(=O)CC1 (3-(Bromomethyl)-3-sulfolene). Isolated yield 34.2%. Reaction SMILES: [CH3:1][C:2]1[CH2:3][S:4]([CH2:7][CH:8]=1)(=[O:6])=[O:5].[Br:9]N1C(=O)CCC1=O.C(OOC(=O)C1C=CC=CC=1)(=O)C1C=CC=CC=1.C(Cl)(Cl)Cl>CCOCC>[Br:9][CH2:1][C:2]1[CH2:3][S:4]([CH2:7][CH:8]=1)(=[O:6])=[O:5]. Reported procedure: In a reaction vessel, 21.0 gms (0.1591 moles) 3-methyl sulfolene, 28.32 gms (0.1591 moles) N-bromo succinimide, 1.9 gms (0.0008 moles) benzoyl peroxide and 250 ml chlorform were combined. The resulting mixture was heated to reflux and then refluxed for 20 hours. The reaction mixture was cooled to 0° C. and then filtered to remove the succinimide. The filtrate was stripped until only a small amount of solvent remained. The remaining solids were removed by filtration, and the remainder of the solv... Starting materials: NC1=C2C(=NC=N1)N(N=C2C)C(C)C2=CC(=C(C=1CN(CCOC12)C(=O)OC(C)(C)C)C#N)Cl (tert-butyl 9-[1-(4-amino-3-methyl-1H-pyrazolo[3,4-d]pyrimidin-1-yl)ethyl]-7-chloro-6-cyano-2,3-dihydro-1,4-benzoxazepine-4(5H)-carboxylate). Run in Cl (hydrogen chloride), O1CCOCC1 (dioxane). Conditions: time 1 hour. The product is Cl.Cl.NC1=C2C(=NC=N1)N(N=C2C)C(C)C=2C=C(C(=C1CNCCOC12)C#N)Cl (9-[1-(4-amino-3-methyl-1H-pyrazolo[3,4-d]pyrimidin-1-yl)ethyl]-7-chloro-2,3,4,5-tetrahydro-1,4-benzoxazepine-6-carbonitrile bishydrochloride), solid. The yield is 66.0%. As a reaction SMILES: [NH2:1][C:2]1[N:7]=[CH:6][N:5]=[C:4]2[N:8]([CH:12]([C:14]3[C:24]4[O:23][CH2:22][CH2:21][N:20](C(OC(C)(C)C)=O)[CH2:19][C:18]=4[C:17]([C:32]#[N:33])=[C:16]([Cl:34])[CH:15]=3)[CH3:13])[N:9]=[C:10]([CH3:11])[C:3]=12>Cl.O1CCOCC1>[ClH:34].[ClH:34].[NH2:1][C:2]1[N:7]=[CH:6][N:5]=[C:4]2[N:8]([CH:12]([C:14]3[CH:15]=[C:16]([Cl:34])[C:17]([C:32]#[N:33])=[C:18]4[C:24]=3[O:23][CH2:22][CH2:21][NH:20][CH2:19]4)[CH3:13])[N:9]=[C:10]([CH3:11])[C:3]=12 |f:3.4.5|. Procedure: The crude tert-butyl 9-[1-(4-amino-3-methyl-1H-pyrazolo[3,4-d]pyrimidin-1-yl)ethyl]-7-chloro-6-cyano-2,3-dihydro-1,4-benzoxazepine-4(5H)-carboxylate was dissolved in 4.0 M hydrogen chloride in dioxane (4.0 mL) at room temperature and was stirred for 1 h. The reaction was concentrated in vacuo to give 9-[1-(4-amino-3-methyl-1H-pyrazolo[3,4-d]pyrimidin-1-yl)ethyl]-7-chloro-2,3,4,5-tetrahydro-1,4-benzoxazepine-6-carbonitrile bishydrochloride as an off white solid (0.065 g, 66%). LCMS calculated for... Starting materials: Cl (hydrochloric acid), solution, ClC=1C=C2C=CC(=CC2=CC1)S(=O)(=O)N1CC(N(C(C1)C)N(C1CCN(CC1)C1=CC=NC=C1)C)=O (4-[(6-Chloro-2-naphthyl)sulfonyl]-6-methyl-1-[methyl[1-(4-pyridinyl)-4-piperidinyl]amino]-2-piperazinone). Solvent: C(C)(=O)OCC (ethyl acetate), C(C)OCC (diethyl ether), C(C)O (ethanol), C(C)(=O)OCC (ethyl acetate). Product: Cl.ClC=1C=C2C=CC(=CC2=CC1)S(=O)(=O)N1CC(N(C(C1)C)N(C1CCN(CC1)C1=CC=NC=C1)C)=O (4-[(6-Chloro-2-naphthyl)sulfonyl]-6-methyl-1-[methyl[1-(4-pyridinyl)-4-piperidinyl]amino]-2-piperazinone Hydrochloride). Yield: 203.6%. RXN SMILES: [Cl:1][C:2]1[CH:3]=[C:4]2[C:9](=[CH:10][CH:11]=1)[CH:8]=[C:7]([S:12]([N:15]1[CH2:20][CH:19]([CH3:21])[N:18]([N:22]([CH3:35])[CH:23]3[CH2:28][CH2:27][N:26]([C:29]4[CH:34]=[CH:33][N:32]=[CH:31][CH:30]=4)[CH2:25][CH2:24]3)[C:17](=[O:36])[CH2:16]1)(=[O:14])=[O:13])[CH:6]=[CH:5]2.Cl>C(O)C.C(OCC)(=O)C.C(OCC)C>[ClH:1].[Cl:1][C:2]1[CH:3]=[C:4]2[C:9](=[CH:10][CH:11]=1)[CH:8]=[C:7]([S:12]([N:15]1[CH2:20][CH:19]([CH3:21])[N:18]([N:22]([CH3:35])[CH:23]3[CH2:24][CH2:25][N:26]([C:29]4[CH:34]=[CH:33][N:32]=[CH:31][CH:30]=4)[CH2:27][CH2:28]3)[C:17](=[O:36])[CH2:16]1)(=[O:13])=[O:14])[CH:6]=[CH:5]2 |f:5.6|. Reported procedure: 4-[(6-Chloro-2-naphthyl)sulfonyl]-6-methyl-1-[methyl[1-(4-pyridinyl)-4-piperidinyl]amino]-2-piperazinone (0.34 g) was dissolved in ethanol (2 ml) and combined with a 4N solution of hydrochloric acid in ethyl acetate (0.24 ml), ethyl acetate (20 ml) and diethyl ether (30 ml). The powder precipitated was collected by filtration and dried to obtain the title compound (0.37 g) as a colorless non-crystal powder. Reactants: [Ag+2], Oc1cncc(Br)c1, BrCc1ccccc1, O=C([O-])[O-], Cc1ccccc1. Yields the product Brc1cncc(OCc2ccccc2)c1. As a reaction SMILES: [Ag+2:28].[Br:1][c:2]1[cH:3][c:4]([OH:8])[cH:5][n:6][cH:7]1.[Br:9][CH2:10][c:11]1[cH:12][cH:13][cH:14][cH:15][cH:16]1.[C:24](=[O:25])([O-:26])[O-:27].[CH3:17][c:18]1[cH:19][cH:20][cH:21][cH:22][cH:23]1>>[Br:1][c:2]1[cH:3][c:4]([O:8][CH2:10][c:11]2[cH:12][cH:13][cH:14][cH:15][cH:16]2)[cH:5][n:6][cH:7]1. Reactants: C(C1=CC=CC=C1)OC=1C(=NC(=NC1C)N1C(=CC=C1C)C)CCCCCCCCCCOCOC (5-(Benzyloxy)-2-(2,5-dimethyl-1H-pyrrol-1-yl)-4-(10-(methoxymethoxy)decyl)-6-methylpyrimidine). The reagents and catalysts are [OH-].[OH-].[Pd+2] (palladium hydroxide on carbon), Cl (HCl). Run in CO (methanol). The product is CC=1N(C(=CC1)C)C1=NC(=C(C(=N1)CCCCCCCCCCO)O)C (2-(2,5-dimethyl-1H-pyrrol-1-yl)-4-(10-hydroxydecyl)-6-methylpyrimidin-5-ol). RXN SMILES: C([O:8][C:9]1[C:10]([CH2:23][CH2:24][CH2:25][CH2:26][CH2:27][CH2:28][CH2:29][CH2:30][CH2:31][CH2:32][O:33]COC)=[N:11][C:12]([N:16]2[C:20]([CH3:21])=[CH:19][CH:18]=[C:17]2[CH3:22])=[N:13][C:14]=1[CH3:15])C1C=CC=CC=1>CO.Cl.[OH-].[OH-].[Pd+2]>[CH3:22][C:17]1[N:16]([C:12]2[N:11]=[C:10]([CH2:23][CH2:24][CH2:25][CH2:26][CH2:27][CH2:28][CH2:29][CH2:30][CH2:31][CH2:32][OH:33])[C:9]([OH:8])=[C:14]([CH3:15])[N:13]=2)[C:20]([CH3:21])=[CH:19][CH:18]=1 |f:3.4.5|. Procedure: To a stirred solution containing 240 mg (0.48 mmol) of 5-(Benzyloxy)-2-(2,5-dimethyl-1H-pyrrol-1-yl)-4-(10-(methoxymethoxy)decyl)-6-methylpyrimidine in 10 mL of methanol were two drops of concentrated HCl and the mixture was stirred at reflux overnight. To the mixture were added 10 mg of 20% palladium hydroxide on carbon (Degussa type E101 NE/E). The reaction mixture was stirred at 23° C. under hydrogen atmosphere for 15 min. The reaction mixture was filtered through celite and the filtrated was...